Dataset: the Open Reaction Database (ORD), a public repository of structured organic reaction records. Task: describe an organic reaction: reactants, conditions, products, and yield Starting materials: C(C)OC(C1=C(C=CC(=C1)CCC1=CC=2C(=NCC=3N(C2S1)C(=NN3)C)C3=C(C=CC=C3)Cl)CC(=O)NC3=CC(=CC=C3)\C=C\C=3SC=C(N3)C3CCC3)=O ((E)-5-[2-[4-(2-chlorophenyl)-9-methyl-6H-thieno-[3,2-f][1,2,4]triazolo[4,3-a][1,4]diazepin-2-yl]ethyl]-2-[2-[3-[2-(4-cyclobutyl-2-thiazolyl)ethenyl]phenylamino]-2-oxoethyl]-benzoic acid ethyl ester), [OH-].[Na+] (NaOH), O (H2O), C(C)O (ethanol). Run in C(C)(=O)O (acetic acid). Product: O.ClC1=C(C=CC=C1)C1=NCC=2N(C3=C1C=C(S3)CCC=3C=CC(=C(C(=O)O)C3)CC(=O)NC3=CC(=CC=C3)\C=C\C=3SC=C(N3)C3CCC3)C(=NN2)C ((E)-5-[2-[4-(2-chlorophenyl)-9-methyl-6H-thieno-[3,2-f][1,2,4]triazolo[4,3-a][1,4]diazepin-2-yl]ethyl]-2-[2-[3-[2-(4-cyclobutyl-2-thiazolyl)ethenyl]phenylamino]-2-oxoethyl]-benzoic acid monohydrate). The yield is 123.5%. Reaction SMILES: C([O:3][C:4](=[O:55])[C:5]1[CH:10]=[C:9]([CH2:11][CH2:12][C:13]2[S:22][C:21]3[N:20]4[C:23]([CH3:26])=[N:24][N:25]=[C:19]4[CH2:18][N:17]=[C:16]([C:27]4[CH:32]=[CH:31][CH:30]=[CH:29][C:28]=4[Cl:33])[C:15]=3[CH:14]=2)[CH:8]=[CH:7][C:6]=1[CH2:34][C:35]([NH:37][C:38]1[CH:43]=[CH:42][CH:41]=[C:40](/[CH:44]=[CH:45]/[C:46]2[S:47][CH:48]=[C:49]([CH:51]3[CH2:54][CH2:53][CH2:52]3)[N:50]=2)[CH:39]=1)=[O:36])C.[OH-].[Na+].O.C(O)C>C(O)(=O)C>[OH2:3].[Cl:33][C:28]1[CH:29]=[CH:30][CH:31]=[CH:32][C:27]=1[C:16]1[C:15]2[CH:14]=[C:13]([CH2:12][CH2:11][C:9]3[CH:8]=[CH:7][C:6]([CH2:34][C:35]([NH:37][C:38]4[CH:43]=[CH:42][CH:41]=[C:40](/[CH:44]=[CH:45]/[C:46]5[S:47][CH:48]=[C:49]([CH:51]6[CH2:54][CH2:53][CH2:52]6)[N:50]=5)[CH:39]=4)=[O:36])=[C:5]([CH:10]=3)[C:4]([OH:55])=[O:3])[S:22][C:21]=2[N:20]2[C:23]([CH3:26])=[N:24][N:25]=[C:19]2[CH2:18][N:17]=1 |f:1.2,6.7|. Reported procedure: A solution of 0.2 g (0.25 mmol) of (E)-5-[2-[4-(2-chlorophenyl)-9-methyl-6H-thieno-[3,2-f][1,2,4]triazolo[4,3-a][1,4]diazepin-2-yl]ethyl]-2-[2-[3-[2-(4-cyclobutyl-2-thiazolyl)ethenyl]phenylamino]-2-oxoethyl]-benzoic acid ethyl ester, 4 mL of 1N NaOH, 11 mL of H2O, and 15 mL of ethanol was stirred for 40 hours and acidified with acetic acid. The product was extracted with CH2Cl2, which was dried and concentrated. The residue was chromatographed on silica gel using ethyl acetate/ethanol (10:1) fol... Reactants: CCI, CC(C)(CCCN1CCCC(CO)C1)S(=O)(=O)c1ccccc1. The product is CCOCC1CCCN(CCCC(C)(C)S(=O)(=O)c2ccccc2)C1. Reaction SMILES: [CH2:24]([CH3:25])[I:26].[c:1]1([S:7](=[O:8])(=[O:9])[C:10]([CH2:11][CH2:12][CH2:13][N:14]2[CH2:15][CH:16]([CH2:20][OH:21])[CH2:17][CH2:18][CH2:19]2)([CH3:22])[CH3:23])[cH:2][cH:3][cH:4][cH:5][cH:6]1>>[c:1]1([S:7](=[O:8])(=[O:9])[C:10]([CH2:11][CH2:12][CH2:13][N:14]2[CH2:15][CH:16]([CH2:20][O:21][CH2:24][CH3:25])[CH2:17][CH2:18][CH2:19]2)([CH3:22])[CH3:23])[cH:2][cH:3][cH:4][cH:5][cH:6]1. Reactants: FC(C(=O)O)(F)F.N[C@@H](C(=O)N1CCC(CC1)C#N)C(C)(C)C (1-((R)-2-amino-3,3-dimethyl-butyryl)-piperidine-4-carbonitrile trifluoroacetate), C(C)N1N=CC(=C1)B1OC(C)(C)C(C)(C)O1 (1-ethyl-1H-pyrazole-4-boronic acid pinacol ester), Cl.N[C@@H](C(=O)N1CCCC1)C(C)(C)C ((R)-2-amino-3,3-dimethyl-1-pyrrolidin-1-yl-butan-1-one hydrochloride), CN1N=CC(=C1)B1OC(C)(C)C(C)(C)O1 (1-methyl-1H-pyrazole-4-boronic acid pinacol ester). The product is C(#N)C1CCN(CC1)C(=O)[C@@H](C(C)(C)C)NC(=O)C1=CNC2=NC=C(N=C21)C=2C=NN(C2)C (2-(1-Methyl-1H-pyrazol-4-yl)-5H-pyrrolo[2,3-b]pyrazine-7-carboxylic acid [(R)-1-(4-cyano-piperidine-1-carbonyl)-2,2-dimethyl-propyl]-amide). As a reaction SMILES: F[C:2](F)(F)[C:3]([OH:5])=O.[NH2:8][C@H:9]([C:20]([CH3:23])([CH3:22])[CH3:21])[C:10]([N:12]1[CH2:17][CH2:16][CH:15]([C:18]#[N:19])[CH2:14][CH2:13]1)=[O:11].Cl.[NH2:25][C@H:26]([C:34]([CH3:37])([CH3:36])C)[C:27]([N:29]1[CH2:33][CH2:32]CC1)=O.[CH3:38][N:39]1C=C(B2OC(C)(C)C(C)(C)O2)C=[N:40]1.[CH2:53]([N:55]1C=C(B2OC(C)(C)C(C)(C)O2)C=N1)C>>[C:18]([CH:15]1[CH2:14][CH2:13][N:12]([C:10]([C@H:9]([NH:8][C:3]([C:2]2[C:32]3[C:33](=[N:29][CH:27]=[C:26]([C:34]4[CH:36]=[N:40][N:39]([CH3:38])[CH:37]=4)[N:25]=3)[NH:55][CH:53]=2)=[O:5])[C:20]([CH3:23])([CH3:22])[CH3:21])=[O:11])[CH2:17][CH2:16]1)#[N:19] |f:0.1,2.3|. Procedure: Prepared according to the procedure outlined in Example 2 substituting 1-((R)-2-amino-3,3-dimethyl-butyryl)-piperidine-4-carbonitrile trifluoroacetate for (R)-2-amino-3,3-dimethyl-1-pyrrolidin-1-yl-butan-1-one hydrochloride in Step 1 and 1-methyl-1H-pyrazole-4-boronic acid pinacol ester for 1-ethyl-1H-pyrazole-4-boronic acid pinacol ester in Step 2. MS: (M+H)+=449. Reactants: C(F)C1CO1 (epifluorohydrin), [N+](=O)([O-])C1=CC=C(C=C1)N1CCNCC1 (1-(4-nitrophenyl)piperazine). Run in C(C)O (Ethanol). Yields the product FCC(CN1CCN(CC1)C1=CC=C(C=C1)[N+](=O)[O-])O (1-fluoro-3-[4-(4-nitrophenyl)piperazin-1-yl]propan-2-ol). Isolated yield 43.9%. As a reaction SMILES: [CH2:1]([CH:3]1[O:5][CH2:4]1)[F:2].[N+:6]([C:9]1[CH:14]=[CH:13][C:12]([N:15]2[CH2:20][CH2:19][NH:18][CH2:17][CH2:16]2)=[CH:11][CH:10]=1)([O-:8])=[O:7]>C(O)C>[F:2][CH2:1][CH:3]([OH:5])[CH2:4][N:18]1[CH2:19][CH2:20][N:15]([C:12]2[CH:11]=[CH:10][C:9]([N+:6]([O-:8])=[O:7])=[CH:14][CH:13]=2)[CH2:16][CH2:17]1. Procedure: Ethanol (15 mL) solution of 272 mg of epifluorohydrin and 500 mg of 1-(4-nitrophenyl)piperazine was heated under reflux for 15 hours, and then the reaction liquid was concentrated under reduced pressure. The residue was solidified from ethyl acetate to obtain 300 mg of the entitled compound as a yellow solid. As a reaction SMILES: [Br:1][c:2]1[cH:3][c:4]2[c:5]([Cl:11])[n:6][cH:7][cH:8][c:9]2[s:10]1.[CH3:32][S:33]([CH3:34])=[O:35].[K+:12].[K+:13].[N:18]1([C:25](=[O:26])[O:27][C:28]([CH3:29])([CH3:30])[CH3:31])[CH2:19][CH2:20][NH:21][CH2:22][CH2:23][CH2:24]1.[O-:14][C:15]([O-:16])=[O:17]>>[Br:1][c:2]1[cH:3][c:4]2[c:5]([N:21]3[CH2:20][CH2:19][N:18]([C:25](=[O:26])[O:27][C:28]([CH3:29])([CH3:30])[CH3:31])[CH2:24][CH2:23][CH2:22]3)[n:6][cH:7][cH:8][c:9]2[s:10]1. The reactants are Clc1nccc2sc(Br)cc12, CS(C)=O, [K+], [K+], CC(C)(C)OC(=O)N1CCCNCC1, O=C([O-])[O-]. Yields the product CC(C)(C)OC(=O)N1CCCN(c2nccc3sc(Br)cc23)CC1. Starting materials: FC(C=1C=C(C(=O)NCC(=O)N[C@H]2CN(CC2)C2CN(CC2)C(=O)OCC2=CC=CC=C2)C=CC1)(F)F (benzyl (3R)-3-[({[3-(trifluoromethyl)benzoyl]amino}acetyl)amino]-1,3′-bipyrrolidine-1′-carboxylate), S1CC(CC1)=O (dihydrothiophen-3(2H)-one), O=C1CN(CC1)C(=O)OCC1=CC=CC=C1 (benzyl 3-oxopyrrolidine-1-carboxylate). Yields the product O=C(CNC(C1=CC(=CC=C1)C(F)(F)F)=O)N[C@H]1CN(CC1)C1CSCC1 (N-(2-oxo-2-{[(3R)-1-(tetrahydro-3-thienyl)pyrrolidin-3-yl]amino}ethyl)-3-(trifluoromethyl)benzamide). As a reaction SMILES: [F:1][C:2]([F:37])([F:36])[C:3]1[CH:4]=[C:5]([CH:33]=[CH:34][CH:35]=1)[C:6]([NH:8][CH2:9][C:10]([NH:12][C@@H:13]1[CH2:17][CH2:16][N:15]([CH:18]2[CH2:22][CH2:21]N(C(OCC3C=CC=CC=3)=O)[CH2:19]2)[CH2:14]1)=[O:11])=[O:7].[S:38]1CCC(=O)C1.O=C1CCN(C(OCC2C=CC=CC=2)=O)C1>>[O:11]=[C:10]([NH:12][C@@H:13]1[CH2:17][CH2:16][N:15]([CH:18]2[CH2:22][CH2:21][S:38][CH2:19]2)[CH2:14]1)[CH2:9][NH:8][C:6](=[O:7])[C:5]1[CH:33]=[CH:34][CH:35]=[C:3]([C:2]([F:37])([F:36])[F:1])[CH:4]=1. Procedure: The title compound was synthesized in similar fashion to benzyl (3R)-3-[({[3-(trifluoromethyl)benzoyl]amino}acetyl)amino]-1,3′-bipyrrolidine-1′-carboxylate, whereby dihydrothiophen-3(2H)-one was substituted for benzyl 3-oxopyrrolidine-1-carboxylate, and was isolated, as a mixture of diastereomers, as a white solid. 1H-NMR (CDCl3) δ: 1.55-1.66 (m, 1H), 1.71-1.81 (m, 1H), 2.03-2.14 (m, 1H), 2.15-2.26 (m, 1H), 2.33-2.39 (m, 1H), 2.52-2.58 (m, 1H), 2.63-2.73 (m, 3H), 2.74-2.81 (m, 4H), 4.07 (d, J=4....